Dataset: the Open Reaction Database (ORD), a public repository of structured organic reaction records. Task: describe an organic reaction: reactants, conditions, products, and yield Yields the product O=C(CO)NC1CC(n2cnc3c(NC(CO)Cc4ccccc4)nc(-n4cnc([N+](=O)[O-])n4)nc32)C(O)C1O. The reactants are O=C(CO)NC1CC(n2cnc3c(NC(CO)Cc4ccccc4)nc(Cl)nc32)C(O)C1O, O=[N+]([O-])c1nc[nH]n1. Reaction SMILES: [CH2:1]([c:2]1[cH:3][cH:4][cH:5][cH:6][cH:7]1)[CH:8]([CH2:9][OH:10])[NH:11][c:12]1[c:13]2[n:14][cH:15][n:16]([CH:22]3[CH:23]([OH:33])[CH:24]([OH:32])[CH:25]([NH:27][C:28]([CH2:29][OH:30])=[O:31])[CH2:26]3)[c:17]2[n:18][c:19]([Cl:21])[n:20]1.[N+:34](=[O:35])([O-:36])[c:37]1[n:38][nH:39][cH:40][n:41]1>>[CH2:1]([c:2]1[cH:3][cH:4][cH:5][cH:6][cH:7]1)[CH:8]([CH2:9][OH:10])[NH:11][c:12]1[c:13]2[n:14][cH:15][n:16]([CH:22]3[CH:23]([OH:33])[CH:24]([OH:32])[CH:25]([NH:27][C:28]([CH2:29][OH:30])=[O:31])[CH2:26]3)[c:17]2[n:18][c:19](-[n:39]2[n:38][c:37]([N+:34](=[O:35])[O-:36])[n:41][cH:40]2)[n:20]1. The reactants are ClC1(C(C(=C1Cl)Cl)(Cl)Cl)Cl (hexachlorocyclobutene), S(O)(O)(=O)=O (sulphuric acid), S(=O)(=O)=O (sulphur trioxide), ClC1(C(=C(C1=O)Cl)Cl)Cl (Tetrachlorocyclobutenone), ClC1(C(C(=C1Cl)Cl)(Cl)Cl)Cl (hexachlorocyclobutene), S(O)(O)(=O)=O (sulphuric acid), S(=O)(=O)=O (sulphur trioxide). As a reaction SMILES: ClC1(Cl)C(=O)C(Cl)=C1Cl.[Cl:10][C:11]1([Cl:19])[C:14]([Cl:15])=[C:13]([Cl:16])[C:12]1([Cl:18])[Cl:17].S(=O)(=O)(O)O.S(=O)(=O)=O>>[Cl:10][C:11]1([Cl:19])[C:14]([Cl:15])=[C:13]([Cl:16])[C:12]1([Cl:18])[Cl:17].[Cl:10][C:11]([Cl:19])=[C:14]([Cl:15])[C:13]([Cl:16])=[C:12]([Cl:18])[Cl:17]. Procedure details: Tetrachlorocyclobutenone, required as a starting material, is obtained with high yields and conversions by a not yet published process from hexachlorocyclobutene and a mixture of sulphuric acid and sulphur trioxide at elevated temperatures, e.g., by reaction of 1 mol hexachlorocyclobutene with approximately 1 mol each of sulphuric acid and sulphur trioxide at a temperature of 80° C. within 5 hours. Hexachlorocyclobutene can be obtained from hexachloro-1,3-butadiene in yields of near 100% of theo... The product is ClC1(C(C(=C1Cl)Cl)(Cl)Cl)Cl (Hexachlorocyclobutene), ClC(=C(C(=C(Cl)Cl)Cl)Cl)Cl (hexachloro-1,3-butadiene). The reactants are [Br-], [Li]CCCC, C1CCOC1, CCCCCC, [Cl-], COC(=O)c1ccc(CCC(C=O)Cc2cc(F)c(O[Si](C(C)C)(C(C)C)C(C)C)c(F)c2)cc1, [NH4+], Oc1ccccc1C[P+](c1ccccc1)(c1ccccc1)c1ccccc1. Product: COC(=O)c1ccc(CCC(C=Cc2ccccc2O)Cc2cc(F)c(O[Si](C(C)C)(C(C)C)C(C)C)c(F)c2)cc1. RXN SMILES: [Br-:6].[CH2:1]([Li:2])[CH2:3][CH2:4][CH3:5].[CH2:77]1[O:78][CH2:79][CH2:80][CH2:81]1.[CH3:71][CH2:72][CH2:73][CH2:74][CH2:75][CH3:76].[Cl-:69].[F:34][c:35]1[cH:36][c:37]([CH2:38][CH:39]([CH2:40][CH2:41][c:42]2[cH:43][cH:44][c:45]([C:46](=[O:47])[O:48][CH3:49])[cH:50][cH:51]2)[CH:52]=[O:53])[cH:54][c:55]([F:68])[c:56]1[O:57][Si:58]([CH:59]([CH3:60])[CH3:61])([CH:62]([CH3:63])[CH3:64])[CH:65]([CH3:66])[CH3:67].[NH4+:70].[OH:7][c:8]1[c:9]([CH2:10][P+:11]([c:12]2[cH:13][cH:14][cH:15][cH:16][cH:17]2)([c:18]2[cH:19][cH:20][cH:21][cH:22][cH:23]2)[c:24]2[cH:25][cH:26][cH:27][cH:28][cH:29]2)[cH:30][cH:31][cH:32][cH:33]1>>[OH:7][c:8]1[c:9]([CH:10]=[CH:52][CH:39]([CH2:38][c:37]2[cH:36][c:35]([F:34])[c:56]([O:57][Si:58]([CH:59]([CH3:60])[CH3:61])([CH:62]([CH3:63])[CH3:64])[CH:65]([CH3:66])[CH3:67])[c:55]([F:68])[cH:54]2)[CH2:40][CH2:41][c:42]2[cH:43][cH:44][c:45]([C:46](=[O:47])[O:48][CH3:49])[cH:50][cH:51]2)[cH:30][cH:31][cH:32][cH:33]1. Reactants: CCOC(=O)N=NC(=O)OCC, CC(C)(C)OC(=O)N1CCC(CO)CC1, Sc1ccccn1, c1ccc(P(c2ccccc2)c2ccccc2)cc1, c1ccccc1. Product: CC(C)(C)OC(=O)N1CCC(CSc2ccccn2)CC1. Reaction SMILES: [O:35]=[C:36]([O:37][CH2:38][CH3:39])[N:40]=[N:41][C:42]([O:43][CH2:44][CH3:45])=[O:46].[OH:1][CH2:2][CH:3]1[CH2:4][CH2:5][N:6]([C:9](=[O:10])[O:11][C:12]([CH3:13])([CH3:14])[CH3:15])[CH2:7][CH2:8]1.[SH:47][c:48]1[n:49][cH:50][cH:51][cH:52][cH:53]1.[c:16]1([P:17]([c:18]2[cH:19][cH:20][cH:21][cH:22][cH:23]2)[c:24]2[cH:25][cH:26][cH:27][cH:28][cH:29]2)[cH:30][cH:31][cH:32][cH:33][cH:34]1.[cH:54]1[cH:55][cH:56][cH:57][cH:58][cH:59]1>>[CH2:2]([CH:3]1[CH2:4][CH2:5][N:6]([C:9](=[O:10])[O:11][C:12]([CH3:13])([CH3:14])[CH3:15])[CH2:7][CH2:8]1)[S:47][c:48]1[n:49][cH:50][cH:51][cH:52][cH:53]1. The reactants are CC(C)COC(=O)Cl, N#C[Na]. The product is CC(C)COC(=O)C#N. As a reaction SMILES: [Cl:1][C:2](=[O:3])[O:4][CH2:5][CH:6]([CH3:7])[CH3:8].[Na:9][C:10]#[N:11]>>[C:2](=[O:3])([O:4][CH2:5][CH:6]([CH3:7])[CH3:8])[C:10]#[N:11].